From a dataset of the Open Reaction Database (ORD), a public repository of structured organic reaction records. describe an organic reaction: reactants, conditions, products, and yield Conditions: temperature 127.5 celsius. The solvent is CO (methanol). The product is C(#N)C1=CC=C(C=C1)OC1=CN=CN1 (5-(4-Cyanophenyloxy)imidazole). Procedure: Sodium metal (1.10 g, 47.8 mmol) was dissolved in anhydrous methanol and 4-cyanophenol (5.70 g, 47.8 mmol) was added. The resultant solution was concentrated and dried under vacuum overnight. A mixture of this sodium salt and 4-cyanophenol (25 g, mp 110-113° C.) was heated to 125-130° C. and neat methyl N-(cyanomethyl)methanimidate (5.0 g, 51 mmol; Hosmane, R. S. et al, J. Org. Chem., 1212, 1984) was added dropwise over a period of 10 minutes under a slow stream of dry argon. The resultant mixtu... As a reaction SMILES: [Na].[C:2]([C:4]1[CH:9]=[CH:8][C:7]([OH:10])=[CH:6][CH:5]=1)#[N:3].[C:11]([CH2:13][N:14]=[CH:15]OC)#[N:12]>CO>[C:2]([C:4]1[CH:9]=[CH:8][C:7]([O:10][C:13]2[NH:14][CH:15]=[N:12][CH:11]=2)=[CH:6][CH:5]=1)#[N:3] |^1:0|. The reactants are resultant mixture, [Na] (Sodium), C(#N)CN=COC (methyl N-(cyanomethyl)methanimidate), C(#N)C1=CC=C(C=C1)O (4-cyanophenol). The reactants are S1N=CN=C1NS(=O)(=O)C1=CC=C(C=C1)C1CCN(CC1)C(C(F)(F)F)=O (N-(1,2,4-thiadiazol-5-yl)-4-(1-(2,2,2-trifluoroacetyl)piperidin-4-yl)benzenesulfonamide), [OH-].[Na+] (NaOH), Cl (HCl). Solvent: O (H2O). Reaction conditions: time 30 minute. Product: N1CCC(CC1)C1=CC=C(C=C1)S(=O)(=O)NC1=NC=NS1 (4-(piperidin-4-yl)-N-(1,2,4-thiadiazol-5-yl)benzenesulfonamide). As a reaction SMILES: [S:1]1[C:5]([NH:6][S:7]([C:10]2[CH:15]=[CH:14][C:13]([CH:16]3[CH2:21][CH2:20][N:19](C(=O)C(F)(F)F)[CH2:18][CH2:17]3)=[CH:12][CH:11]=2)(=[O:9])=[O:8])=[N:4][CH:3]=[N:2]1.[OH-].[Na+].Cl>O>[NH:19]1[CH2:18][CH2:17][CH:16]([C:13]2[CH:14]=[CH:15][C:10]([S:7]([NH:6][C:5]3[S:1][N:2]=[CH:3][N:4]=3)(=[O:9])=[O:8])=[CH:11][CH:12]=2)[CH2:21][CH2:20]1 |f:1.2|. Procedure: Prepared using general procedure 16. A mixture of N-(1,2,4-thiadiazol-5-yl)-4-(1-(2,2,2-trifluoroacetyl)piperidin-4-yl)benzenesulfonamide (2.0 g, 4.8 mmol), NaOH (1.92 g, 48.0 mmol), and H2O (25 mL) was stirred at RT for 30 minutes. An aqueous 1.0 N HCl solution was added (48.0 mL, 48 mmol), and the mixture was azeotroped with MeOH (3×100 mL). A 9:1 solution of CH2Cl2 and MeOH (100 mL) was added, and the mixture was filtered to remove NaCl. The filtrate was concentrated under reduced pressure to...